This data is from the Open Reaction Database (ORD), a public repository of structured organic reaction records. The task is: describe an organic reaction: reactants, conditions, products, and yield The reactants are C[Li] (Methyl lithium), CC(C(=O)O)CC1=CC=CC=C1 (α-methylhydrocinnamic acid). Solvent: CCOCC (Et2O). The product is CC(C(C)=O)CC1=CC=CC=C1 (3-Methyl-4-phenylbutan-2-one). Reaction SMILES: [CH3:1][Li].[CH3:3][CH:4]([CH2:8][C:9]1[CH:14]=[CH:13][CH:12]=[CH:11][CH:10]=1)[C:5]([OH:7])=O>CCOCC>[CH3:3][CH:4]([CH2:8][C:9]1[CH:14]=[CH:13][CH:12]=[CH:11][CH:10]=1)[C:5](=[O:7])[CH3:1]. Procedure details: 1.4 M Methyl lithium (34.8 mL, 48.72 mmol) was added over 70 min to a stirring 0° C. solution of α-methylhydrocinnamic acid (4.0019 g, 24.36 mmol) in dry Et2O (122 mL, 0.2 M): The ice bath was removed, and the reaction was allowed to stir at room temperature for 2 additional hours. The reaction was the poured into rapidly stirring ice water containing aq. HCl. The organic layer was removed, washed with NaHCO3 and brine, then dried with Na2SO4, filtered, concentrated, and purified by silica gel c... The reactants are COC1=CC2=CC=C(C=C2C=C1)C(C)Br (2-Methoxy-6-(1-Bromoethyl) Naphthalene). Run in N1=C(C=C(C=C1C)C)C (collidine), C(C)OCC (diethylether). The product is COC1=CC2=CC=C(C=C2C=C1)C=C (2-Methoxy-6-Vinylnaphthalene). RXN SMILES: [CH3:1][O:2][C:3]1[CH:12]=[CH:11][C:10]2[C:5](=[CH:6][CH:7]=[C:8]([CH:13](Br)[CH3:14])[CH:9]=2)[CH:4]=1>N1C(C)=CC(C)=CC=1C.C(OCC)C>[CH3:1][O:2][C:3]1[CH:12]=[CH:11][C:10]2[C:5](=[CH:6][CH:7]=[C:8]([CH:13]=[CH2:14])[CH:9]=2)[CH:4]=1. Procedure details: The 2-methoxy-6-(1-bromoethyl) naphthalene prepared in Example 9 was dissolved in 8.0 grams of collidine (2,4,6-trimethylpyridine) and the mixture was refluxed for 45 minutes. The product mixture was cooled, diluted with diethylether, and washed with dilute hydrochloric acid. The ether solution was dried over anhydrous magnesium sulfate, filtered and the diethylether removed by evaporation. The structure of the resulting product was verified as 2-methoxy-6-vinylnaphthalene by 1H and 13C nuclear ... Product: CC(C)(C)OC(=O)C=Cc1c(N2CCCC(O)C2)nc2cc(C(=O)Nc3nc(C4CCC4)cs3)ccn2c1=O. Reactants: CC(C)(C)OC(=O)C=Cc1c(N2CCCC(OC=O)C2)nc2cc(C(=O)Nc3nc(C4CCC4)cs3)ccn2c1=O, CC(C)c1csc(COc2ccn3c(=O)c(C=CC(=O)OC(C)(C)C)c(O)nc3c2)n1. As a reaction SMILES: [CH:32]1([c:36]2[n:37][c:38]([NH:41][C:42](=[O:43])[c:44]3[cH:45][c:46]4[n:47]([c:48](=[O:70])[c:49]([CH:61]=[CH:62][C:63](=[O:64])[O:65][C:66]([CH3:67])([CH3:68])[CH3:69])[c:50]([N:52]5[CH2:53][CH:54]([O:58][CH:59]=[O:60])[CH2:55][CH2:56][CH2:57]5)[n:51]4)[cH:71][cH:72]3)[s:39][cH:40]2)[CH2:33][CH2:34][CH2:35]1.[OH:1][c:2]1[n:3][c:4]2[cH:5][c:6]([O:7][CH2:8][c:9]3[s:10][cH:11][c:12]([CH:13]([CH3:14])[CH3:15])[n:16]3)[cH:17][cH:18][n:19]2[c:20](=[O:21])[c:22]1[CH:23]=[CH:24][C:25]([O:26][C:27]([CH3:28])([CH3:29])[CH3:30])=[O:31]>>[CH:32]1([c:36]2[n:37][c:38]([NH:41][C:42](=[O:43])[c:44]3[cH:45][c:46]4[n:47]([c:48](=[O:70])[c:49]([CH:61]=[CH:62][C:63](=[O:64])[O:65][C:66]([CH3:67])([CH3:68])[CH3:69])[c:50]([N:52]5[CH2:53][CH:54]([OH:58])[CH2:55][CH2:56][CH2:57]5)[n:51]4)[cH:71][cH:72]3)[s:39][cH:40]2)[CH2:33][CH2:34][CH2:35]1. Reactants: C(C#C)(=O)O (propiolic acid), ClC1=CC=C2C=CC(=NC2=N1)N1C(C2=C(C1OC(=O)N1CCNCC1)SCCO2)=O (6-(7-chloro-1,8-naphthyridin-2-yl)-7-oxo-5-(piperazin-1-yl)carbonyloxy-2,3,6,7-tetrahydro-5H-1,4-oxathiino[2,3-c]pyrrole), C1(CCCCC1)N=C=NC1CCCCC1 (N,N'-dicyclohexylcarbodiimide). The solvent is C(Cl)Cl (methylene chloride), CO (methanol), C(Cl)Cl (methylene chloride), C(Cl)Cl (methylene chloride). Run at temperature 25 celsius. Product: ClC1=CC=C2C=CC(=NC2=N1)N1C(C2=C(C1OC(=O)N1CCN(CC1)C(C#C)=O)SCCO2)=O (6-(7-Chloro-1,8-naphthyridin-2-yl)-7-oxo-5-(4-propioloylpiperazin-1-yl)carbonyloxy-2,3,6,7-tetrahydro-5H-1,4-oxathiino[2,3-c]pyrrole). Isolated yield 23.9%. As a reaction SMILES: [C:1]([OH:5])(=O)[C:2]#[CH:3].[Cl:6][C:7]1[N:16]=[C:15]2[C:10]([CH:11]=[CH:12][C:13]([N:17]3[CH:21]([O:22][C:23]([N:25]4[CH2:30][CH2:29][NH:28][CH2:27][CH2:26]4)=[O:24])[C:20]4[S:31][CH2:32][CH2:33][O:34][C:19]=4[C:18]3=[O:35])=[N:14]2)=[CH:9][CH:8]=1.C1(N=C=NC2CCCCC2)CCCCC1>C(Cl)Cl.CO>[Cl:6][C:7]1[N:16]=[C:15]2[C:10]([CH:11]=[CH:12][C:13]([N:17]3[CH:21]([O:22][C:23]([N:25]4[CH2:26][CH2:27][N:28]([C:1](=[O:5])[C:2]#[CH:3])[CH2:29][CH2:30]4)=[O:24])[C:20]4[S:31][CH2:32][CH2:33][O:34][C:19]=4[C:18]3=[O:35])=[N:14]2)=[CH:9][CH:8]=1. Reported procedure: A solution of propiolic acid (0.52 g.) in anhydrous methylene chloride (10 cc.) is added to a suspension of 6-(7-chloro-1,8-naphthyridin-2-yl)-7-oxo-5-(piperazin-1-yl)carbonyloxy-2,3,6,7-tetrahydro-5H-1,4-oxathiino[2,3-c]pyrrole (3 g.) and N,N'-dicyclohexylcarbodiimide (1.52 g.) in anhydrous methylene chloride (70 cc.). The mixture is stirred for one and a half hours at a temperature of about 25° C. and then the insoluble product (dicyclohexylurea) is filtered off and washed with methylene chlor... The reactants are CO (methanol), BrCCCOC1=CC=C(C=C1)C=1C2=C(SC1)C=CC=C2 (3-[4-(3-bromo-propoxy)-phenyl]-benzo[b]thiophene), hexamethyleneimine, C([O-])([O-])=O.[K+].[K+] (potassium carbonate), C(C)#N (acetonitrile). As a reaction SMILES: Br[CH2:2][CH2:3][CH2:4][O:5][C:6]1[CH:11]=[CH:10][C:9]([C:12]2[C:13]3[CH:20]=[CH:19][CH:18]=[CH:17][C:14]=3[S:15][CH:16]=2)=[CH:8][CH:7]=1.C(=O)([O-])[O-].[K+].[K+].[C:27](#[N:29])[CH3:28].CO>C(OCC)(=O)C>[S:15]1[CH:16]=[C:12]([C:9]2[CH:10]=[CH:11][C:6]([O:5][CH2:4][CH2:3][CH2:2][N:29]3[CH2:8][CH2:7][CH2:6][CH2:11][CH2:28][CH2:27]3)=[CH:7][CH:8]=2)[C:13]2[CH:20]=[CH:19][CH:18]=[CH:17][C:14]1=2 |f:1.2.3|. Yields the product S1C2=C(C(=C1)C1=CC=C(OCCCN3CCCCCC3)C=C1)C=CC=C2 (1-[3-(4-benzo[b]thiophen-3-yl-phenoxy)-propyl]-azepane). The solvent is C(C)(=O)OCC (ethyl acetate), C(C)(=O)OCC (ethyl acetate). Reported procedure: The title compound is prepared from 3-[4-(3-bromo-propoxy)-phenyl]-benzo[b]thiophene, hexamethyleneimine, potassium carbonate and acetonitrile essentially as described above in Example 118 except that the column chromatography is performed with a graded solvent mixture from 100% ethyl acetate to 10% methanol in ethyl acetate. Purity by LC/MS=100%, [M+H]+=366. Starting materials: OC1=CC=C(C=C1)CCCN1C=NC=C1 (1-[3-(4-hydroxyphenyl)propyl]imidazole), ClCC=1C=CC2=C(N=C(O2)C2=CC=CC=C2)C1 (5-chloromethyl-2-phenylbezoxazole). The product is N1(C=NC=C1)CCCC1=CC=C(OCC=2C=CC3=C(N=C(O3)C3=CC=CC=C3)C2)C=C1 (5-[4-[3-(1-imidazolyl)propyl]phenoxymethyl]-2-phenylbenzoxazole). Isolated yield 67.0%. Reaction SMILES: [OH:1][C:2]1[CH:7]=[CH:6][C:5]([CH2:8][CH2:9][CH2:10][N:11]2[CH:15]=[CH:14][N:13]=[CH:12]2)=[CH:4][CH:3]=1.Cl[CH2:17][C:18]1[CH:19]=[CH:20][C:21]2[O:25][C:24]([C:26]3[CH:31]=[CH:30][CH:29]=[CH:28][CH:27]=3)=[N:23][C:22]=2[CH:32]=1>>[N:11]1([CH2:10][CH2:9][CH2:8][C:5]2[CH:6]=[CH:7][C:2]([O:1][CH2:17][C:18]3[CH:19]=[CH:20][C:21]4[O:25][C:24]([C:26]5[CH:31]=[CH:30][CH:29]=[CH:28][CH:27]=5)=[N:23][C:22]=4[CH:32]=3)=[CH:3][CH:4]=2)[CH:15]=[CH:14][N:13]=[CH:12]1. Reported procedure: In substantially the same manner as in Working Example 109, 1-[3-(4-hydroxyphenyl)propyl]imidazole was allowed to react with 5-chloromethyl-2-phenylbezoxazole to give 5-[4-[3-(1-imidazolyl)propyl]phenoxymethyl]-2-phenylbenzoxazole. The yield was 67%. Recrystallization from ethyl acetate-hexane gave colorless prisms, mp 137-138° C. Solvent: C1CCOC1 (THF). Yields the product C1(=CC=CC=C1)[C@@H](C(=O)N1C(OC[C@@H]1CC1=CC=CC=C1)=O)CC=C (3-(2-Phenyl-2-(S)-allylacetyl)-4-(S)-benzyl-2-oxazolidinone). Reactants: C1(=CC=CC=C1)CC(=O)N1C(OC[C@@H]1CC1=CC=CC=C1)=O (3-phenylacetyl-4-(S)-benzyl-2-oxazolidinone), solution, lithium bis(trimethylsilyl)azide, C(C=C)I (allyl iodide). Procedure details: To a solution of 15.5 gm of 3-phenylacetyl-4-(S)-benzyl-2-oxazolidinone (52 mmol) in 100 mL of THF at −78° C. in a nitrogen atmosphere was added dropwise 63 mL of a 1M solution of lithium bis(trimethylsilyl)azide (63 mmol). The reaction mixture was warmed to 0° C. over the period of 1 hr and then recooled to −78° C. To the reaction mixture was added 5.3 mL of allyl iodide (57 mmol). The reaction mixture was slowly warmed to room temperature and stirred for 12 hr. The reaction was quenched with s... As a reaction SMILES: [C:1]1([CH2:7][C:8]([N:10]2[C@@H:14]([CH2:15][C:16]3[CH:21]=[CH:20][CH:19]=[CH:18][CH:17]=3)[CH2:13][O:12][C:11]2=[O:22])=[O:9])[CH:6]=[CH:5][CH:4]=[CH:3][CH:2]=1.[CH2:23](I)[CH:24]=[CH2:25]>C1COCC1>[C:1]1([C@H:7]([CH2:25][CH:24]=[CH2:23])[C:8]([N:10]2[C@@H:14]([CH2:15][C:16]3[CH:21]=[CH:20][CH:19]=[CH:18][CH:17]=3)[CH2:13][O:12][C:11]2=[O:22])=[O:9])[CH:2]=[CH:3][CH:4]=[CH:5][CH:6]=1. Reaction conditions: temperature 0 celsius, time 12 hour.